This data is from the Open Reaction Database (ORD), a public repository of structured organic reaction records. The task is: describe an organic reaction: reactants, conditions, products, and yield Reactants: Cl.FC[C@H]1CNCC1 ((R)-3-(fluoromethyl)pyrrolidine hydrochloride), Cl.FC[C@H]1CNCC1 ((R)-3-(fluoromethyl)pyrrolidine hydrochloride), BrCCO (2-bromoethanol), C([O-])([O-])=O.[K+].[K+] (potassium carbonate). Solvent: C(C)#N (acetonitrile). Run at temperature 80 celsius. Product: FC[C@H]1CN(CC1)CCO ((R)-2-(3-(fluoromethyl)pyrrolidin-1-yl)ethanol). Yield: 64.4%. Reaction SMILES: Cl.[F:2][CH2:3][C@@H:4]1[CH2:8][CH2:7][NH:6][CH2:5]1.Br[CH2:10][CH2:11][OH:12].C(=O)([O-])[O-].[K+].[K+]>C(#N)C>[F:2][CH2:3][C@@H:4]1[CH2:8][CH2:7][N:6]([CH2:10][CH2:11][OH:12])[CH2:5]1 |f:0.1,3.4.5|. Procedure details: A mixture of (R)-3-(fluoromethyl)pyrrolidine hydrochloride (Intermediate 8, 4.26 g, 30.6 mmol), 2-bromoethanol (4.35 mL, 61.3 mmol), and potassium carbonate (12.7 g, 92 mmol) in acetonitrile (120 mL) was heated at 80° C. overnight. After cooling, solids were filtered off and washed with acetonitrile. The filtrate was concentrated on a rotary evaporator to give a residue that was purified by silica gel chromatography eluting with 10:7 ethyl acetate/hexanes to 10:7:2:1 ethyl acetate/hexane/methano... The reactants are CC(=O)O, CCCc1nn(C)c2c(=O)[nH]c(Cc3ccc(NC(C)=O)cc3)nc12, O=[N+]([O-])O, O=S(=O)(O)O. The product is CCCc1nn(C)c2c(=O)[nH]c(Cc3ccc(NC(C)=O)c([N+](=O)[O-])c3)nc12. Reaction SMILES: [CH3:1][C:2](=[O:3])[OH:4].[CH3:5][n:6]1[n:7][c:8]([CH2:27][CH2:28][CH3:29])[c:9]2[n:10][c:11]([CH2:16][c:17]3[cH:18][cH:19][c:20]([NH:23][C:24]([CH3:25])=[O:26])[cH:21][cH:22]3)[nH:12][c:13](=[O:15])[c:14]12.[OH:35][N+:36]([O-:37])=[O:38].[S:30](=[O:31])(=[O:32])([OH:33])[OH:34]>>[CH3:5][n:6]1[n:7][c:8]([CH2:27][CH2:28][CH3:29])[c:9]2[n:10][c:11]([CH2:16][c:17]3[cH:18][c:19]([N+:36](=[O:35])[O-:37])[c:20]([NH:23][C:24]([CH3:25])=[O:26])[cH:21][cH:22]3)[nH:12][c:13](=[O:15])[c:14]12. Reactants: O=[N+]([O-])c1ccccc1F, C1CC2(CCN1)OCCO2, O, c1ccncc1. As a reaction SMILES: [F:1][c:2]1[c:3]([N+:8](=[O:9])[O-:10])[cH:4][cH:5][cH:6][cH:7]1.[O:11]1[CH2:12][CH2:13][O:14][C:15]12[CH2:16][CH2:17][NH:18][CH2:19][CH2:20]2.[OH2:27].[cH:21]1[cH:22][cH:23][n:24][cH:25][cH:26]1>>[c:2]1([N:18]2[CH2:17][CH2:16][C:15]3([O:11][CH2:12][CH2:13][O:14]3)[CH2:20][CH2:19]2)[c:3]([N+:8](=[O:9])[O-:10])[cH:4][cH:5][cH:6][cH:7]1. The product is O=[N+]([O-])c1ccccc1N1CCC2(CC1)OCCO2. Starting materials: BrC1=CC(=C(C(=C1)Cl)S(=O)(=O)Cl)Cl (4-bromo-2,6-dichlorobenzenesulfonyl chloride), NC=1C=NN(C1)C (4-amino-1-methyl-1H-pyrazole), intermediate 1. Solvent: N1=CC=CC=C1 (pyridine). Product: BrC1=CC(=C(C(=C1)Cl)S(=O)(=O)NC=1C=NN(C1)C)Cl (4-Bromo-2,6-dichloro-N-(1-methyl-1H-pyrazol-4-yl)-benzenesulfonamide). The yield is 83.8%. Reaction SMILES: [Br:1][C:2]1[CH:7]=[C:6]([Cl:8])[C:5]([S:9](Cl)(=[O:11])=[O:10])=[C:4]([Cl:13])[CH:3]=1.[NH2:14][C:15]1[CH:16]=[N:17][N:18]([CH3:20])[CH:19]=1>N1C=CC=CC=1>[Br:1][C:2]1[CH:7]=[C:6]([Cl:8])[C:5]([S:9]([NH:14][C:15]2[CH:16]=[N:17][N:18]([CH3:20])[CH:19]=2)(=[O:11])=[O:10])=[C:4]([Cl:13])[CH:3]=1. Procedure: Prepared from 4-bromo-2,6-dichlorobenzenesulfonyl chloride (500 mg, 1.54 mmol) and 4-amino-1-methyl-1H-pyrazole (206 mg, 1.54 mmol) in pyridine (3 ml) according to the method of intermediate 1, to give the title compound as a white solid (496 mg, 1.29 mmol, 84%). δH (D-6 DMSO, 300K) 7.64 (2H, s), 7.45 (1H, s), 7.18 (1H, s), 7.01 (1H, s), 3.85 (3H, s). m/z (ES+, 70V) 385.9 (MH+). The reactants are CC(=O)OCC(=O)Cl, Cc1ccc(-c2[nH]c(-c3ccc(N)cc3)nc2C(=O)Nc2nccs2)cc1, c1ccncc1. Yields the product CC(=O)OCC(=O)Nc1ccc(-c2nc(C(=O)Nc3nccs3)c(-c3ccc(C)cc3)[nH]2)cc1. RXN SMILES: [C:28]([CH3:29])(=[O:30])[O:31][CH2:32][C:33](=[O:34])[Cl:35].[NH2:1][c:2]1[cH:3][cH:4][c:5](-[c:8]2[nH:9][c:10](-[c:21]3[cH:22][cH:23][c:24]([CH3:27])[cH:25][cH:26]3)[c:11]([C:13](=[O:14])[NH:15][c:16]3[s:17][cH:18][cH:19][n:20]3)[n:12]2)[cH:6][cH:7]1.[cH:36]1[cH:37][cH:38][n:39][cH:40][cH:41]1>>[NH:1]([c:2]1[cH:3][cH:4][c:5](-[c:8]2[nH:9][c:10](-[c:21]3[cH:22][cH:23][c:24]([CH3:27])[cH:25][cH:26]3)[c:11]([C:13](=[O:14])[NH:15][c:16]3[s:17][cH:18][cH:19][n:20]3)[n:12]2)[cH:6][cH:7]1)[C:33]([CH2:32][O:31][C:28]([CH3:29])=[O:30])=[O:34]. The reactants are COC(CC1=CC=C(C=C1)I)=O (4-iodo phenyl acetic acid methyl ester), C1(CC1)N(C)CC=1C=C(C=C2C(CC(OC12)(C)C)(C)C)C#C (8-[(cyclopropyl-methyl-amino)-methyl]-6-ethynyl-2,2,4,4-tetramethyl-chroman), C1(CC1)N(C)CC=1C=C(C=C2C(CC(OC12)(C)C)(C)C)C#C (8-[(cyclopropyl-methyl-amino)-methyl]-6-ethynyl-2,2,4,4-tetramethyl-chroman). The reagents and catalysts are [Cu]I (copper(I)iodide), Cl[Pd]([P](C1=CC=CC=C1)(C2=CC=CC=C2)C3=CC=CC=C3)([P](C4=CC=CC=C4)(C5=CC=CC=C5)C6=CC=CC=C6)Cl (dichlorobis(triphenylphosphine)palladium(II)). Run in C(C)N(CC)CC (triethyl amine). The product is COC(CC1=CC=C(C=C1)C#CC=1C=C2C(CC(OC2=C(C1)CN(C)C1CC1)(C)C)(C)C)=O ((4-{8-[(Cyclopropyl-methyl-amino)-methyl]-2,2,4,4-tetramethyl-chroman-6-ylethynyl}phenyl)-acetic acid methyl ester), oil. The yield is 65.0%. RXN SMILES: [CH:1]1([N:4]([CH2:6][C:7]2[CH:8]=[C:9]([C:21]#[CH:22])[CH:10]=[C:11]3[C:16]=2[O:15][C:14]([CH3:18])([CH3:17])[CH2:13][C:12]3([CH3:20])[CH3:19])[CH3:5])[CH2:3][CH2:2]1.[CH3:23][O:24][C:25](=[O:34])[CH2:26][C:27]1[CH:32]=[CH:31][C:30](I)=[CH:29][CH:28]=1>[Cu]I.Cl[Pd](Cl)([P](C1C=CC=CC=1)(C1C=CC=CC=1)C1C=CC=CC=1)[P](C1C=CC=CC=1)(C1C=CC=CC=1)C1C=CC=CC=1.C(N(CC)CC)C>[CH3:23][O:24][C:25](=[O:34])[CH2:26][C:27]1[CH:28]=[CH:29][C:30]([C:22]#[C:21][C:9]2[CH:10]=[C:11]3[C:16](=[C:7]([CH2:6][N:4]([CH:1]4[CH2:2][CH2:3]4)[CH3:5])[CH:8]=2)[O:15][C:14]([CH3:17])([CH3:18])[CH2:13][C:12]3([CH3:20])[CH3:19])=[CH:31][CH:32]=1 |^1:39,58|. Procedure: Following General Procedure B and using 8-[(cyclopropyl-methyl-amino)-methyl]-6-ethynyl-2,2,4,4-tetramethyl-chroman (Intermediate 11, 0.09 g, 0.3 mmol), 4-iodo phenyl acetic acid methyl ester (U.S. Pat. No. 6,252,090, 0.092 g, 0.33 mmol), triethyl amine (3 mL), copper(I)iodide (0.029 g, 0.15 mmol) and dichlorobis(triphenylphosphine)palladium(II) (0.064 g, 0.09 mmol) followed by flash column chromatography over silica gel (230–400 mesh), the title compound was obtained as a yellow oil (0.085 g, 6...